From a dataset of the Open Reaction Database (ORD), a public repository of structured organic reaction records. describe an organic reaction: reactants, conditions, products, and yield Starting materials: O=[N+]([O-])c1c(Cl)ccnc1OCc1ccccc1, COc1cc(C)c(B(O)O)cc1F. The product is COc1cc(C)c(-c2ccnc(OCc3ccccc3)c2[N+](=O)[O-])cc1F. RXN SMILES: [CH2:1]([c:2]1[cH:3][cH:4][cH:5][cH:6][cH:7]1)[O:8][c:9]1[n:10][cH:11][cH:12][c:13]([Cl:18])[c:14]1[N+:15](=[O:16])[O-:17].[F:19][c:20]1[c:21]([O:30][CH3:31])[cH:22][c:23]([CH3:29])[c:24]([B:26]([OH:27])[OH:28])[cH:25]1>>[CH2:1]([c:2]1[cH:3][cH:4][cH:5][cH:6][cH:7]1)[O:8][c:9]1[n:10][cH:11][cH:12][c:13](-[c:24]2[c:23]([CH3:29])[cH:22][c:21]([O:30][CH3:31])[c:20]([F:19])[cH:25]2)[c:14]1[N+:15](=[O:16])[O-:17]. Starting materials: Cc1ccccc1, O=C1c2ccccc2C(=O)N1Cl, CC1(C)C(C(=O)OCc2ccc([N+](=O)[O-])cc2)N2C(=O)C(NC(=O)COc3ccccc3)C2S1=O, O. Yields the product C=C(C)C(C(=O)OCc1ccc([N+](=O)[O-])cc1)N1C(=O)C(NC(=O)COc2ccccc2)C1S(=O)Cl. Reaction SMILES: [CH3:49][c:50]1[cH:51][cH:52][cH:53][cH:54][cH:55]1.[Cl:37][N:38]1[C:39](=[O:40])[c:41]2[cH:42][cH:43][cH:44][cH:45][c:46]2[C:47]1=[O:48].[O:2]([c:3]1[cH:4][cH:5][cH:6][cH:7][cH:8]1)[CH2:9][C:10](=[O:11])[NH:12][CH:13]1[CH:14]2[N:15]([CH:16]([C:22](=[O:23])[O:24][CH2:25][c:26]3[cH:27][cH:28][c:29]([N+:32](=[O:33])[O-:34])[cH:30][cH:31]3)[C:17]([CH3:20])([CH3:21])[S:18]2=[O:19])[C:35]1=[O:36].[OH2:1]>>[O:2]([c:3]1[cH:4][cH:5][cH:6][cH:7][cH:8]1)[CH2:9][C:10](=[O:11])[NH:12][CH:13]1[CH:14]([S:18](=[O:19])[Cl:37])[N:15]([CH:16]([C:17]([CH3:20])=[CH2:21])[C:22](=[O:23])[O:24][CH2:25][c:26]2[cH:27][cH:28][c:29]([N+:32](=[O:33])[O-:34])[cH:30][cH:31]2)[C:35]1=[O:36]. Starting materials: BrC(Br)(Br)Br, C1CCOC1, O=C1N(c2ccc(OC(F)(F)F)cc2)CC2CC(O)CN12, c1ccc(P(c2ccccc2)c2ccccc2)cc1. The product is O=C1N(c2ccc(OC(F)(F)F)cc2)CC2CC(Br)CN12. Reaction SMILES: [Br:22][C:23]([Br:24])([Br:25])[Br:26].[CH2:46]1[O:47][CH2:48][CH2:49][CH2:50]1.[OH:1][CH:2]1[CH2:3][CH:4]2[N:5]([C:6](=[O:20])[N:7]([c:9]3[cH:10][cH:11][c:12]([O:15][C:16]([F:17])([F:18])[F:19])[cH:13][cH:14]3)[CH2:8]2)[CH2:21]1.[c:27]1([P:28]([c:29]2[cH:30][cH:31][cH:32][cH:33][cH:34]2)[c:35]2[cH:36][cH:37][cH:38][cH:39][cH:40]2)[cH:41][cH:42][cH:43][cH:44][cH:45]1>>[CH:2]1([Br:22])[CH2:3][CH:4]2[N:5]([C:6](=[O:20])[N:7]([c:9]3[cH:10][cH:11][c:12]([O:15][C:16]([F:17])([F:18])[F:19])[cH:13][cH:14]3)[CH2:8]2)[CH2:21]1. The reactants are CCOC(=O)C1=C(C)NC(CC)=C(C(=O)OCC)C1c1cc([N+](=O)[O-])ccc1OCCCCN1C(=O)c2ccccc2C1=O, CCO, NN, O. Product: CCOC(=O)C1=C(C)NC(CC)=C(C(=O)OCC)C1c1cc([N+](=O)[O-])ccc1OCCCCN. RXN SMILES: [CH2:1]([CH3:2])[C:3]1=[C:8]([C:9](=[O:10])[O:11][CH2:12][CH3:13])[CH:7]([c:14]2[c:15]([O:23][CH2:24][CH2:25][CH2:26][CH2:27][N:28]3[C:29](=[O:30])[c:31]4[cH:32][cH:33][cH:34][cH:35][c:36]4[C:37]3=[O:38])[cH:16][cH:17][c:18]([N+:20](=[O:21])[O-:22])[cH:19]2)[C:6]([C:39](=[O:40])[O:41][CH2:42][CH3:43])=[C:5]([CH3:44])[NH:4]1.[CH3:48][CH2:49][OH:50].[NH2:46][NH2:47].[OH2:45]>>[CH2:1]([CH3:2])[C:3]1=[C:8]([C:9](=[O:10])[O:11][CH2:12][CH3:13])[CH:7]([c:14]2[c:15]([O:23][CH2:24][CH2:25][CH2:26][CH2:27][NH2:28])[cH:16][cH:17][c:18]([N+:20](=[O:21])[O-:22])[cH:19]2)[C:6]([C:39](=[O:40])[O:41][CH2:42][CH3:43])=[C:5]([CH3:44])[NH:4]1. The reactants are COC(C=C)=O (methylacrylate), COP(OC)OC (trimethylphosphite). The solvent is C(C(C)C)O (isobutanol). Conditions: temperature 80 celsius, time 5 hour. Yields the product COP(=O)(CCC(=O)OC)OC (Methyl 3-(dimethoxyphosphinyl)propionate). Isolated yield 83.0%. RXN SMILES: [CH3:1][O:2][C:3](=[O:6])[CH:4]=[CH2:5].[CH3:7][O:8][P:9]([O:12]C)[O:10][CH3:11]>C(O)C(C)C>[CH3:7][O:8][P:9]([O:10][CH3:11])([CH2:5][CH2:4][C:3]([O:2][CH3:1])=[O:6])=[O:12]. Reported procedure: 86 g of methylacrylate and 100 g of isobutanol are mixed under nitrogen at room temperature and heated to 80° C. 124 g of trimethylphosphite are added dropwise to the reaction solution in the course of 1 hour. The reaction mixture is stirred for 5 hours at reflux temperature and the solvent (remainder of isobutanol and isobutyl methyl ether) is removed by vacuum distillation. The crude product is obtained in a yield of 173 g with a 94.1% purity, which corresponds to a theoretical yield of 83.0%.... The reactants are COCCN(C)Cc1cccc2c1ccn2-c1ccnc(S(C)=O)n1, CN1CCCC1=O, CCN(C(C)C)C(C)C, CN(C1CCC(N)CC1)S(C)(=O)=O. The product is COCCN(C)Cc1cccc2c1ccn2-c1ccnc(NC2CCC(N(C)S(C)(=O)=O)CC2)n1. Reaction SMILES: [CH3:23][S:24](=[O:25])[c:26]1[n:27][cH:28][cH:29][c:30](-[n:32]2[cH:33][cH:34][c:35]3[c:36]([CH2:41][N:42]([CH3:43])[CH2:44][CH2:45][O:46][CH3:47])[cH:37][cH:38][cH:39][c:40]23)[n:31]1.[CH3:48][N:49]1[CH2:50][CH2:51][CH2:52][C:53]1=[O:54].[CH:14]([N:15]([CH2:16][CH3:17])[CH:18]([CH3:19])[CH3:20])([CH3:21])[CH3:22].[NH2:1][CH:2]1[CH2:3][CH2:4][CH:5]([N:8]([S:9](=[O:10])(=[O:11])[CH3:12])[CH3:13])[CH2:6][CH2:7]1>>[NH:1]([CH:2]1[CH2:3][CH2:4][CH:5]([N:8]([S:9](=[O:10])(=[O:11])[CH3:12])[CH3:13])[CH2:6][CH2:7]1)[c:26]1[n:27][cH:28][cH:29][c:30](-[n:32]2[cH:33][cH:34][c:35]3[c:36]([CH2:41][N:42]([CH3:43])[CH2:44][CH2:45][O:46][CH3:47])[cH:37][cH:38][cH:39][c:40]23)[n:31]1.